From a dataset of the Open Reaction Database (ORD), a public repository of structured organic reaction records. describe an organic reaction: reactants, conditions, products, and yield The reactants are CN1CCCC1=O, CC(=O)N1CCC(c2cccnc2F)CC1, [H-], [Na+], Oc1ccc(Nc2nc3ccccc3s2)cc1. The product is CC(=O)N1CCC(c2cccnc2Oc2ccc(Nc3nc4ccccc4s3)cc2)CC1. RXN SMILES: [CH3:36][N:37]1[CH2:38][CH2:39][CH2:40][C:41]1=[O:42].[F:20][c:21]1[n:22][cH:23][cH:24][cH:25][c:26]1[CH:27]1[CH2:28][CH2:29][N:30]([C:33]([CH3:34])=[O:35])[CH2:31][CH2:32]1.[H-:18].[Na+:19].[s:1]1[c:2]([NH:10][c:11]2[cH:12][cH:13][c:14]([OH:17])[cH:15][cH:16]2)[n:3][c:4]2[c:5]1[cH:6][cH:7][cH:8][cH:9]2>>[s:1]1[c:2]([NH:10][c:11]2[cH:12][cH:13][c:14]([O:17][c:21]3[n:22][cH:23][cH:24][cH:25][c:26]3[CH:27]3[CH2:28][CH2:29][N:30]([C:33]([CH3:34])=[O:35])[CH2:31][CH2:32]3)[cH:15][cH:16]2)[n:3][c:4]2[c:5]1[cH:6][cH:7][cH:8][cH:9]2. The reactants are C1CCCCC1.C(C)(=O)OCC (cyclohexane ethyl acetate), CC1(OC2=C(C(C1)C1=NC=CC=C1)C=C(C=C2)C(C2=CC(=CC=C2)I)=O)C (3,4-dihydro-2,2-dimethyl-6-(3-iodobenzoyl)-4-(2-pyridyl)-2H-1-benzopyran). The product is CC1(OC2=C(C(C1)C1=[N+](C=CC=C1)[O-])C=C(C=C2)C(C2=CC(=CC=C2)I)=O)C (2-[3,4-dihydro-2,2-dimethyl-6-(3-iodobenzoyl)-2H-1-benzopyran-4-yl]pyridine N-oxide). As a reaction SMILES: [CH3:1][C:2]1([CH3:27])[CH2:7][CH:6]([C:8]2[CH:13]=[CH:12][CH:11]=[CH:10][N:9]=2)[C:5]2[CH:14]=[C:15]([C:18](=[O:26])[C:19]3[CH:24]=[CH:23][CH:22]=[C:21]([I:25])[CH:20]=3)[CH:16]=[CH:17][C:4]=2[O:3]1.C1CCCCC1.C(OCC)(=[O:36])C>>[CH3:1][C:2]1([CH3:27])[CH2:7][CH:6]([C:8]2[CH:13]=[CH:12][CH:11]=[CH:10][N+:9]=2[O-:36])[C:5]2[CH:14]=[C:15]([C:18](=[O:26])[C:19]3[CH:24]=[CH:23][CH:22]=[C:21]([I:25])[CH:20]=3)[CH:16]=[CH:17][C:4]=2[O:3]1 |f:1.2|. Procedure details: In an analogous manner to that described in the first paragraph of Example 21, from 3,4-dihydro-2,2-dimethyl-6-(3-iodobenzoyl)-4-(2-pyridyl)-2H-1-benzopyran there was obtained 2-[3,4-dihydro-2,2-dimethyl-6-(3-iodobenzoyl)-2H-1-benzopyran-4-yl]pyridine N-oxide of melting point 128°-130° C. (from cyclohexane/ethyl acetate). Reactants: C, CCO, C=C(C)c1ccc(OC)c(-c2ccc(C(F)(F)F)cc2CN(Cc2cc(C(F)(F)F)cc(C(F)(F)F)c2)c2ncc(OCCCC(=O)OCC)cn2)n1, [Pd]. The product is CCOC(=O)CCCOc1cnc(N(Cc2cc(C(F)(F)F)cc(C(F)(F)F)c2)Cc2cc(C(F)(F)F)ccc2-c2nc(C(C)C)ccc2OC)nc1. Reaction SMILES: [C:57].[CH3:54][CH2:55][OH:56].[F:1][C:2]([c:3]1[cH:4][c:5]([CH2:6][N:7]([c:8]2[n:9][cH:10][c:11]([O:14][CH2:15][CH2:16][CH2:17][C:18](=[O:19])[O:20][CH2:21][CH3:22])[cH:12][n:13]2)[CH2:23][c:24]2[c:25](-[c:34]3[n:35][c:36]([C:42](=[CH2:43])[CH3:44])[cH:37][cH:38][c:39]3[O:40][CH3:41])[cH:26][cH:27][c:28]([C:30]([F:31])([F:32])[F:33])[cH:29]2)[cH:45][c:46]([C:48]([F:49])([F:50])[F:51])[cH:47]1)([F:52])[F:53].[Pd:58]>>[F:1][C:2]([c:3]1[cH:4][c:5]([CH2:6][N:7]([c:8]2[n:9][cH:10][c:11]([O:14][CH2:15][CH2:16][CH2:17][C:18](=[O:19])[O:20][CH2:21][CH3:22])[cH:12][n:13]2)[CH2:23][c:24]2[c:25](-[c:34]3[n:35][c:36]([CH:42]([CH3:43])[CH3:44])[cH:37][cH:38][c:39]3[O:40][CH3:41])[cH:26][cH:27][c:28]([C:30]([F:31])([F:32])[F:33])[cH:29]2)[cH:45][c:46]([C:48]([F:49])([F:50])[F:51])[cH:47]1)([F:52])[F:53]. Reactants: CCCCP(CCCC)CCCC, Cc1ccccc1, CC(C)c1cnn(-c2c(Cl)cccc2Cl)c1CO, O=C(N=NC(=O)N1CCCCC1)N1CCCCC1, Cc1cc(O)ccc1N. The product is Cc1cc(OCc2c(C(C)C)cnn2-c2c(Cl)cccc2Cl)ccc1N. As a reaction SMILES: [CH2:28]([P:29]([CH2:30][CH2:31][CH2:32][CH3:33])[CH2:34][CH2:35][CH2:36][CH3:37])[CH2:38][CH2:39][CH3:40].[CH3:59][c:60]1[cH:61][cH:62][cH:63][cH:64][cH:65]1.[Cl:1][c:2]1[c:3](-[n:9]2[n:10][cH:11][c:12]([CH:16]([CH3:17])[CH3:18])[c:13]2[CH2:14][OH:15])[c:4]([Cl:8])[cH:5][cH:6][cH:7]1.[N:41]([C:42]([N:43]1[CH2:44][CH2:45][CH2:46][CH2:47][CH2:48]1)=[O:49])=[N:50][C:51]([N:52]1[CH2:53][CH2:54][CH2:55][CH2:56][CH2:57]1)=[O:58].[NH2:19][c:20]1[c:21]([CH3:27])[cH:22][c:23]([OH:26])[cH:24][cH:25]1>>[Cl:1][c:2]1[c:3](-[n:9]2[n:10][cH:11][c:12]([CH:16]([CH3:17])[CH3:18])[c:13]2[CH2:14][O:15][c:23]2[cH:22][c:21]([CH3:27])[c:20]([NH2:19])[cH:25][cH:24]2)[c:4]([Cl:8])[cH:5][cH:6][cH:7]1. Starting materials: ClC1=NC(=NC(=C1)C1=CC(=C(C=C1)F)Cl)N1C(CCC1)C (4-chloro-6-(3-chloro-4-fluoro-phenyl)-2-(2-methyl-pyrrolidin-1-yl)-pyrimidine), CC=1C(=NC=C(C1)[N+](=O)[O-])N1CCNCC1 (1-(3-Methyl-5-nitro-pyridin-2-yl)-piperazine), CCN(C(C)C)C(C)C (DIEA). Solvent: CC(=O)N(C)C (DMA). Product: ClC=1C=C(C=CC1F)C1=CC(=NC(=N1)N1C(CCC1)C)N1CCN(CC1)C1=C(C=C(C=N1)N)C (6-{4-[6-(3-Chloro-4-fluoro-phenyl)-2-(2-methyl-pyrrolidin-1-yl)-pyrimidin-4-yl]-piperazin-1-yl}-5-methyl-pyridin-3-ylamine). RXN SMILES: Cl[C:2]1[CH:7]=[C:6]([C:8]2[CH:13]=[CH:12][C:11]([F:14])=[C:10]([Cl:15])[CH:9]=2)[N:5]=[C:4]([N:16]2[CH2:20][CH2:19][CH2:18][CH:17]2[CH3:21])[N:3]=1.[CH3:22][C:23]1[C:24]([N:32]2[CH2:37][CH2:36][NH:35][CH2:34][CH2:33]2)=[N:25][CH:26]=[C:27]([N+:29]([O-])=O)[CH:28]=1.CCN(C(C)C)C(C)C>CC(N(C)C)=O>[Cl:15][C:10]1[CH:9]=[C:8]([C:6]2[N:5]=[C:4]([N:16]3[CH2:20][CH2:19][CH2:18][CH:17]3[CH3:21])[N:3]=[C:2]([N:35]3[CH2:36][CH2:37][N:32]([C:24]4[N:25]=[CH:26][C:27]([NH2:29])=[CH:28][C:23]=4[CH3:22])[CH2:33][CH2:34]3)[CH:7]=2)[CH:13]=[CH:12][C:11]=1[F:14]. Reported procedure: Heat a mixture of 4-chloro-6-(3-chloro-4-fluoro-phenyl)-2-(2-methyl-pyrrolidin-1-yl)-pyrimidine (210 mg), 1-(3-Methyl-5-nitro-pyridin-2-yl)-piperazine, and DIEA (185 mg, 1.44 mmol) in DMA at 120° C. for 16 h. Cool to room temperature and partition between EtOAc and 1N NaOH. Wash with water, dry the solution (Na2SO4), and concentrate under reduced pressure. Purify the residue by flash column eluting with EtOAc to afford the title compound as a light-yellow solid. 1H NMR (400 MHz, CDCl3): δ 1.30 (... Starting materials: ClCCCI (1-Chloro-3-iodopropane), [Cl-].[NH4+] (ammonium chloride), CC1(CCCC(O1)CC(=O)OC)C (methyl 2-(6,6-dimethyltetrahydropyran-2-yl)acetate), C(CCC)[Li] (n-Butyl lithium), C(C)(C)NC(C)C (diisopropylamine). The solvent is C1CCOC1 (THF), CN(P(=O)(N(C)C)N(C)C)C (Hexamethylphosphoramide), C1CCOC1 (THF), O (water), C(C)(=O)OCC (Ethyl acetate). Conditions: temperature -30 celsius, time 15 minute. Product: ClCCCC(C(=O)OC)C1OC(CCC1)(C)C (methyl 5-chloro-2-(6,6-dimethyltetrahydropyran-2-yl)valerate). As a reaction SMILES: C([Li])CCC.C(NC(C)C)(C)C.[CH3:13][C:14]1([CH3:25])[O:19][CH:18]([CH2:20][C:21]([O:23][CH3:24])=[O:22])[CH2:17][CH2:16][CH2:15]1.[Cl:26][CH2:27][CH2:28][CH2:29]I.[Cl-].[NH4+]>C1COCC1.O.C(OCC)(=O)C.CN(C)P(N(C)C)(N(C)C)=O>[Cl:26][CH2:27][CH2:28][CH2:29][CH:20]([CH:18]1[CH2:17][CH2:16][CH2:15][C:14]([CH3:25])([CH3:13])[O:19]1)[C:21]([O:23][CH3:24])=[O:22] |f:4.5|. Procedure: n-Butyl lithium (2.64 M solution in hexane, 1.1 ml) was added dropwise to a solution of diisopropylamine (0.45 ml) in THF (6 ml), and the reaction solution was stirred at −30° C. for 15 minutes. The reaction solution was cooled to −78° C. Hexamethylphosphoramide (0.75 ml) and a solution of methyl 2-(6,6-dimethyltetrahydropyran-2-yl)acetate (500 mg) in THF (3 ml) were sequentially added dropwise to the reaction solution, and the reaction solution was stirred at the same temperature for 20 minutes... Reactants: C1CCOC1, COc1ccc(-c2cc(=O)c3c(O)c(I)c(OC)cc3o2)cc1, COS(=O)(=O)OC, CO, ClCCl, [K+], [K+], O=C([O-])[O-]. Yields the product COc1ccc(-c2cc(=O)c3c(OC)c(I)c(OC)cc3o2)cc1. As a reaction SMILES: [CH2:42]1[O:43][CH2:44][CH2:45][CH2:46]1.[CH3:1][O:2][c:3]1[c:4]([I:23])[c:5]([OH:22])[c:6]2[c:7](=[O:21])[cH:8][c:9](-[c:13]3[cH:14][cH:15][c:16]([O:19][CH3:20])[cH:17][cH:18]3)[o:10][c:11]2[cH:12]1.[CH3:30][O:31][S:32]([O:33][CH3:34])(=[O:35])=[O:36].[CH3:37][OH:38].[Cl:39][CH2:40][Cl:41].[K+:24].[K+:25].[O-:26][C:27]([O-:28])=[O:29]>>[CH3:1][O:2][c:3]1[c:4]([I:23])[c:5]([O:22][CH3:27])[c:6]2[c:7](=[O:21])[cH:8][c:9](-[c:13]3[cH:14][cH:15][c:16]([O:19][CH3:20])[cH:17][cH:18]3)[o:10][c:11]2[cH:12]1. Reactants: CC(C)(C)OC(=O)C1(c2ccc(Br)cc2)CC1, O=C([O-])[O-], CCOC(C)=O, Cc1ccccc1, NC1CCCCC1N, [Cu]I, [K+], [K+], O=C1CCCN1. RXN SMILES: [Br:1][c:2]1[cH:3][cH:4][c:5]([C:8]2([C:11](=[O:12])[O:13][C:14]([CH3:15])([CH3:16])[CH3:17])[CH2:9][CH2:10]2)[cH:6][cH:7]1.[C:32](=[O:33])([O-:34])[O-:35].[CH3:40][CH2:41][O:42][C:43](=[O:44])[CH3:45].[CH3:46][c:47]1[cH:48][cH:49][cH:50][cH:51][cH:52]1.[CH:24]1([NH2:25])[CH2:26][CH2:27][CH2:28][CH2:29][CH:30]1[NH2:31].[Cu:38][I:39].[K+:36].[K+:37].[O:18]=[C:19]1[NH:20][CH2:21][CH2:22][CH2:23]1>>[c:2]1([N:20]2[C:19](=[O:18])[CH2:23][CH2:22][CH2:21]2)[cH:3][cH:4][c:5]([C:8]2([C:11](=[O:12])[O:13][C:14]([CH3:15])([CH3:16])[CH3:17])[CH2:9][CH2:10]2)[cH:6][cH:7]1. Product: CC(C)(C)OC(=O)C1(c2ccc(N3CCCC3=O)cc2)CC1. The reactants are O=S(=O)(Cl)c1ccccc1, c1ccc2[nH]ccc2c1. The product is O=S(=O)(c1ccccc1)n1ccc2ccccc21. Reaction SMILES: [c:10]1([S:16](=[O:17])(=[O:18])[Cl:19])[cH:11][cH:12][cH:13][cH:14][cH:15]1.[nH:1]1[cH:2][cH:3][c:4]2[cH:5][cH:6][cH:7][cH:8][c:9]12>>[n:1]1([S:16]([c:10]2[cH:11][cH:12][cH:13][cH:14][cH:15]2)(=[O:17])=[O:18])[cH:2][cH:3][c:4]2[cH:5][cH:6][cH:7][cH:8][c:9]12.